This data is from the Open Reaction Database (ORD), a public repository of structured organic reaction records. The task is: describe an organic reaction: reactants, conditions, products, and yield The reactants are OCCBr, CC(C)(C)[Si](C)(C)Cl, CCOC(=O)C(CCO[Si](C)(C)C(C)(C)C)c1ccc(C=CC(=O)Nc2ccccc2NC(=O)OC(C)(C)C)cc1. Yields the product CC(C)(C)[Si](C)(C)OCCBr. As a reaction SMILES: [Br:42][CH2:43][CH2:44][OH:45].[C:46]([Si:47]([Cl:48])([CH3:49])[CH3:50])([CH3:51])([CH3:52])[CH3:53].[CH2:1]([O:2][C:3](=[O:4])[CH:5]([CH2:6][CH2:7][O:8][Si:9]([CH3:10])([CH3:11])[C:12]([CH3:13])([CH3:14])[CH3:15])[c:16]1[cH:17][cH:18][c:19]([CH:20]=[CH:21][C:22](=[O:23])[NH:24][c:25]2[cH:26][cH:27][cH:28][cH:29][c:30]2[NH:31][C:32]([O:33][C:34]([CH3:35])([CH3:36])[CH3:37])=[O:38])[cH:39][cH:40]1)[CH3:41]>>[CH2:6]([CH2:7][O:8][Si:9]([CH3:10])([CH3:11])[C:12]([CH3:13])([CH3:14])[CH3:15])[Br:42].